From a dataset of the Open Reaction Database (ORD), a public repository of structured organic reaction records. describe an organic reaction: reactants, conditions, products, and yield The reactants are CO, Cl, CC(C)(ON=C(C(=O)O)c1csc(NC=O)n1)C(=O)OC(c1ccccc1)c1ccccc1. Yields the product Cl, CC(C)(ON=C(C(=O)O)c1csc(N)n1)C(=O)OC(c1ccccc1)c1ccccc1. As a reaction SMILES: [CH3:35][OH:36].[ClH:1].[c:2]1([CH:8]([O:9][C:10](=[O:11])[C:12]([CH3:13])([O:14][N:15]=[C:16]([C:17](=[O:18])[OH:19])[c:20]2[n:21][c:22]([NH:25][CH:26]=[O:27])[s:23][cH:24]2)[CH3:28])[c:29]2[cH:30][cH:31][cH:32][cH:33][cH:34]2)[cH:3][cH:4][cH:5][cH:6][cH:7]1>>[ClH:1].[c:2]1([CH:8]([O:9][C:10](=[O:11])[C:12]([CH3:13])([O:14][N:15]=[C:16]([C:17](=[O:18])[OH:19])[c:20]2[n:21][c:22]([NH2:25])[s:23][cH:24]2)[CH3:28])[c:29]2[cH:30][cH:31][cH:32][cH:33][cH:34]2)[cH:3][cH:4][cH:5][cH:6][cH:7]1. Isolated yield 12.0%. The product is N1N=CC(=C1)C1=CN=C(C=2N1N=CN2)NC=2C=CC(=C(C2)CO)N2CCOCC2 ({5-[5-(1H-Pyrazol-4-yl)-[1,2,4]triazolo[1,5-a]pyrazin-8-ylamino]-2-morpholinophenyl}methanol), solid. Reactants: CC1(OB(OC1(C)C)C=1C=NNC1)C (4-(4,4,5,5-tetramethyl-[1,3,2]dioxa-borolan-2-yl)-1H-pyrazole), CN1CCN(CC1)C1=CC=C(C=C1)NC=1C=2N(C(=CN1)C=1C=C(SC1)C(=O)N)N=CN2 (4-{8-[4-(4-Methyl-piperazin-1-yl)-phenylamino]-[1,2,4]triazolo[1,5-a]pyrazin-5-yl}-thiophene-2-carboxylic acid amide), BrC1=CN=C(C=2N1N=CN2)NC=2C=CC(=C(C2)CO)N2CCOCC2 ([5-(5-bromo-[1,2,4]triazolo[1,5-a]pyrazin-8-ylamino)-2-morpholin-4-yl-phenyl]-methanol). Reagents/catalysts: C=1C=CC(=CC1)[P](C=2C=CC=CC2)(C=3C=CC=CC3)[Pd]([P](C=4C=CC=CC4)(C=5C=CC=CC5)C=6C=CC=CC6)([P](C=7C=CC=CC7)(C=8C=CC=CC8)C=9C=CC=CC9)[P](C=1C=CC=CC1)(C=1C=CC=CC1)C=1C=CC=CC1 (Pd(PPh3)4). Procedure: This compound may be prepared using methods as described for Compound 6, step 4 using [5-(5-bromo-[1,2,4]triazolo[1,5-a]pyrazin-8-ylamino)-2-morpholin-4-yl-phenyl]-methanol (85 mg, 0.21 mmol), 4-(4,4,5,5-tetramethyl-[1,3,2]dioxa-borolan-2-yl)-1H-pyrazole (81 mg, 0.42 mmol) and Pd(PPh3)4 (60 mg, 0.052 mmol) in 1.5M Na2CO3 (1.12 mL) and dioxane (2.0 mL). The reaction mixture is purified by silica gel column chromatography, eluting with 95:3 DCM:NH3 (7M in MeOH) followed by reverse phase preparativ... Run in C(=O)([O-])[O-].[Na+].[Na+] (Na2CO3), O1CCOCC1 (dioxane). As a reaction SMILES: CN1CCN(C2C=CC(NC3C4[N:17]([N:29]=[CH:30]N=4)[C:18]([C:21]4C=C(C(N)=O)SC=4)=CN=3)=CC=2)CC1.Br[C:33]1[N:38]2[N:39]=[CH:40][N:41]=[C:37]2[C:36]([NH:42][C:43]2[CH:44]=[CH:45][C:46]([N:51]3[CH2:56][CH2:55][O:54][CH2:53][CH2:52]3)=[C:47]([CH2:49][OH:50])[CH:48]=2)=[N:35][CH:34]=1.CC1(C)C(C)(C)OB(C2C=NNC=2)O1>C([O-])([O-])=O.[Na+].[Na+].O1CCOCC1.C1C=CC([P]([Pd]([P](C2C=CC=CC=2)(C2C=CC=CC=2)C2C=CC=CC=2)([P](C2C=CC=CC=2)(C2C=CC=CC=2)C2C=CC=CC=2)[P](C2C=CC=CC=2)(C2C=CC=CC=2)C2C=CC=CC=2)(C2C=CC=CC=2)C2C=CC=CC=2)=CC=1>[NH:17]1[CH:18]=[C:21]([C:33]2[N:38]3[N:39]=[CH:40][N:41]=[C:37]3[C:36]([NH:42][C:43]3[CH:44]=[CH:45][C:46]([N:51]4[CH2:56][CH2:55][O:54][CH2:53][CH2:52]4)=[C:47]([CH2:49][OH:50])[CH:48]=3)=[N:35][CH:34]=2)[CH:30]=[N:29]1 |f:3.4.5,^1:86,88,107,126|. The reactants are [OH-].[Na+] (sodium hydroxide), [Sn](Cl)Cl (Tin (II) chloride), C(C)(C)(C)C1=CC=C(C=C1)C1=C(N(C2=CC=C(C=C12)[N+](=O)[O-])CC1=CC(=CC=C1)OC)C(=O)OCC (ethyl 3-(4-tert-butylphenyl)-1-(3-methoxybenzyl)-5-nitro-1H-indole-2-carboxylate), Cl (hydrochloric acid). The solvent is CCO (EtOH). Conditions: temperature 50 celsius, time 2 hour. Yields the product NC=1C=C2C(=C(N(C2=CC1)CC1=CC(=CC=C1)OC)C(=O)OCC)C1=CC=C(C=C1)C(C)(C)C (Ethyl 5-amino-3-(4-tert-butylphenyl)-1-(3-methoxybenzyl)-1H-indole-2-carboxylate). RXN SMILES: [Sn](Cl)Cl.[C:4]([C:8]1[CH:13]=[CH:12][C:11]([C:14]2[C:22]3[C:17](=[CH:18][CH:19]=[C:20]([N+:23]([O-])=O)[CH:21]=3)[N:16]([CH2:26][C:27]3[CH:32]=[CH:31][CH:30]=[C:29]([O:33][CH3:34])[CH:28]=3)[C:15]=2[C:35]([O:37][CH2:38][CH3:39])=[O:36])=[CH:10][CH:9]=1)([CH3:7])([CH3:6])[CH3:5].Cl.[OH-].[Na+]>CCO>[NH2:23][C:20]1[CH:21]=[C:22]2[C:17](=[CH:18][CH:19]=1)[N:16]([CH2:26][C:27]1[CH:32]=[CH:31][CH:30]=[C:29]([O:33][CH3:34])[CH:28]=1)[C:15]([C:35]([O:37][CH2:38][CH3:39])=[O:36])=[C:14]2[C:11]1[CH:10]=[CH:9][C:8]([C:4]([CH3:5])([CH3:7])[CH3:6])=[CH:13][CH:12]=1 |f:3.4|. Procedure details: Tin (II) chloride (8.5 g, 45 mmol) was added to a stirred solution of ethyl 3-(4-tert-butylphenyl)-1-(3-methoxybenzyl)-5-nitro-1H-indole-2-carboxylate (Example 28, 4.5 g, 9.3 mmol) in EtOH (24 mL). The mixture was heated (50° C.) until there was a homogenous solution and then concentrated hydrochloric acid (16 mL) was added. The reaction was stirred at 60° C. for 2 h and then cooled. The pH of the solution was adjusted to pH=12 using 1 M aqueous sodium hydroxide and then the product was extracte... Reactants: ClC=1C=CC2=C(C(=[N+](C(C(N2C)=O)F)[O-])C2=CC=CC=C2)C1 (7-chloro-3-fluoro-1,3-dihydro-1-methyl-5-phenyl-2H-1,4-benzodiazepin-2-one 4-oxide), P(OC)(OC)OC (trimethyl phosphite). The solvent is C(Cl)Cl (methylene chloride). The product is ClC=1C=CC2=C(C(=NC(C(N2C)=O)F)C2=CC=CC=C2)C1 (7-chloro-3-fluoro-1,3-dihydro-1-methyl-5-phenyl-2H-1,4-benzodiazepin-2-one). Isolated yield 98.5%. RXN SMILES: [Cl:1][C:2]1[CH:3]=[CH:4][C:5]2[N:11]([CH3:12])[C:10](=[O:13])[CH:9]([F:14])[N+:8]([O-])=[C:7]([C:16]3[CH:21]=[CH:20][CH:19]=[CH:18][CH:17]=3)[C:6]=2[CH:22]=1.P(OC)(OC)OC>C(Cl)Cl>[Cl:1][C:2]1[CH:3]=[CH:4][C:5]2[N:11]([CH3:12])[C:10](=[O:13])[CH:9]([F:14])[N:8]=[C:7]([C:16]3[CH:21]=[CH:20][CH:19]=[CH:18][CH:17]=3)[C:6]=2[CH:22]=1. Reported procedure: A solution of 15.93 g (0.05 mole) of 7-chloro-3-fluoro-1,3-dihydro-1-methyl-5-phenyl-2H-1,4-benzodiazepin-2-one 4-oxide and 20 ml (0.16 mole) of trimethyl phosphite in 250 ml of methylene chloride was allowed to remain at room temperature (about 25° C.) for 3 days, and then evaporated to dryness under reduced pressure. The residue was suspended in water, collected on a filter, washed thoroughly with water, and dried in air to give 14.91 g (98.5% yield) of crude 7-chloro-3-fluoro-1,3-dihydro-1-me... The reactants are CC(=O)Cl, COc1ccc(OCC2CC2)c(-c2ncnc3c(C(=O)NC4CCNCC4)c[nH]c23)c1. Product: COc1ccc(OCC2CC2)c(-c2ncnc3c(C(=O)NC4CCN(C(C)=O)CC4)c[nH]c23)c1. RXN SMILES: [CH3:32][C:33]([Cl:34])=[O:35].[NH:1]1[CH2:2][CH2:3][CH:4]([NH:7][C:8](=[O:9])[c:10]2[cH:11][nH:12][c:13]3[c:14]2[n:15][cH:16][n:17][c:18]3-[c:19]2[c:20]([O:27][CH2:28][CH:29]3[CH2:30][CH2:31]3)[cH:21][cH:22][c:23]([O:25][CH3:26])[cH:24]2)[CH2:5][CH2:6]1>>[N:1]1([C:33]([CH3:32])=[O:35])[CH2:2][CH2:3][CH:4]([NH:7][C:8](=[O:9])[c:10]2[cH:11][nH:12][c:13]3[c:14]2[n:15][cH:16][n:17][c:18]3-[c:19]2[c:20]([O:27][CH2:28][CH:29]3[CH2:30][CH2:31]3)[cH:21][cH:22][c:23]([O:25][CH3:26])[cH:24]2)[CH2:5][CH2:6]1.